describe an organic reaction: reactants, conditions, products, and yield From a dataset of the Open Reaction Database (ORD), a public repository of structured organic reaction records. Reactants: S1SC(CC1)CCCCC(=O)NCCCCC(=O)OC (methyl 5-[5-(1,2-dithiolan-3-yl)pentanoylamino]pentanoate), aqueous solution, [OH-].[Na+] (sodium hydroxide). The solvent is CO (methanol). The product is S1SC(CC1)CCCCC(=O)NCCCCC(=O)O (5-[5-(1,2-Dithiolan-3-yl)pentanoylamino]pentanoic Acid). Yield: 53.1%. RXN SMILES: [S:1]1[CH2:5][CH2:4][CH:3]([CH2:6][CH2:7][CH2:8][CH2:9][C:10]([NH:12][CH2:13][CH2:14][CH2:15][CH2:16][C:17]([O:19]C)=[O:18])=[O:11])[S:2]1.[OH-].[Na+]>CO>[S:1]1[CH2:5][CH2:4][CH:3]([CH2:6][CH2:7][CH2:8][CH2:9][C:10]([NH:12][CH2:13][CH2:14][CH2:15][CH2:16][C:17]([OH:19])=[O:18])=[O:11])[S:2]1 |f:1.2|. Reported procedure: The reaction was carried out as described in Example 49, but using 0.65 g of methyl 5-[5-(1,2-dithiolan-3-yl)pentanoylamino]pentanoate (prepared as described in Example 118), 13 ml of methanol and 5.09 ml of a 1 N aqueous solution of sodium hydroxide. The solvent was removed from the reaction mixture by evaporation under reduced pressure, and water was added to the residue. The mixture was neutralized by the addition of 2 N aqueous hydrochloric acid, after which it was extracted with ethyl aceta...